From a dataset of the Open Reaction Database (ORD), a public repository of structured organic reaction records. describe an organic reaction: reactants, conditions, products, and yield The reactants are C1COCCO1, CNC(=O)Nc1ccc(B2OC(C)(C)C(C)(C)O2)cc1, [Cl-], CC1OCCN2c3nc(Cl)ncc3N(CC3CC3)C(=O)C12C, [Na+], [Na+], O=C([O-])O. Yields the product CNC(=O)Nc1ccc(-c2ncc3c(n2)N2CCOC(C)C2(C)C(=O)N3CC2CC2)cc1. RXN SMILES: [CH2:50]1[O:51][CH2:52][CH2:53][O:54][CH2:55]1.[CH3:23][NH:24][C:25](=[O:26])[NH:27][c:28]1[cH:29][cH:30][c:31]([B:34]2[O:35][C:36]([CH3:37])([CH3:38])[C:39]([CH3:40])([CH3:41])[O:42]2)[cH:32][cH:33]1.[Cl-:48].[Cl:1][c:2]1[n:3][c:4]2[c:9]([cH:10][n:11]1)[N:8]([CH2:12][CH:13]1[CH2:14][CH2:15]1)[C:7](=[O:16])[C:6]1([CH3:22])[N:5]2[CH2:20][CH2:19][O:18][CH:17]1[CH3:21].[Na+:47].[Na+:49].[O-:43][C:44]([OH:45])=[O:46]>>[c:2]1(-[c:31]2[cH:30][cH:29][c:28]([NH:27][C:25]([NH:24][CH3:23])=[O:26])[cH:33][cH:32]2)[n:3][c:4]2[c:9]([cH:10][n:11]1)[N:8]([CH2:12][CH:13]1[CH2:14][CH2:15]1)[C:7](=[O:16])[C:6]1([CH3:22])[N:5]2[CH2:20][CH2:19][O:18][CH:17]1[CH3:21]. The reactants are C, O=[N+]([O-])c1ccc(Cc2ccccc2)nc1, CCOC(C)=O, [Pd]. Yields the product Nc1ccc(Cc2ccccc2)nc1. RXN SMILES: [C:23].[CH2:1]([c:2]1[cH:3][cH:4][cH:5][cH:6][cH:7]1)[c:8]1[n:9][cH:10][c:11]([N+:14]([O-:15])=[O:16])[cH:12][cH:13]1.[CH3:17][CH2:18][O:19][C:20](=[O:21])[CH3:22].[Pd:24]>>[CH2:1]([c:2]1[cH:3][cH:4][cH:5][cH:6][cH:7]1)[c:8]1[n:9][cH:10][c:11]([NH2:14])[cH:12][cH:13]1. Starting materials: C(=O)([O-])[O-].[Cs+].[Cs+] (Cs2CO3), C1(=CC=CC=C1)S(=O)(=O)CC=1OC(=NN1)C(F)(F)F (2-benzenesulfonylmethyl-5-trifluoromethyl-[1,3,4]oxadiazole), C1(C=CCC1)=O (2-cyclopenten-1-one). Solvent: [NH4+].[Cl-] (NH4Cl), C1CCOC1 (THF). Run at time 45 minute. Product: C1(=CC=CC=C1)S(=O)(=O)C(C1CC(CC1)=O)C=1OC(=NN1)C(F)(F)F (3-[benzenesulfonyl-(5-trifluoromethyl-[1,3,4]oxadiazol-2-yl)-methyl]-cyclopentanone). Isolated yield 0.1%. Reaction SMILES: C([O-])([O-])=O.[Cs+].[Cs+].[C:7]1([S:13]([CH2:16][C:17]2[O:18][C:19]([C:22]([F:25])([F:24])[F:23])=[N:20][N:21]=2)(=[O:15])=[O:14])[CH:12]=[CH:11][CH:10]=[CH:9][CH:8]=1.[C:26]1(=[O:31])[CH2:30][CH2:29][CH:28]=[CH:27]1>C1COCC1.[NH4+].[Cl-]>[C:7]1([S:13]([CH:16]([C:17]2[O:18][C:19]([C:22]([F:24])([F:25])[F:23])=[N:20][N:21]=2)[CH:28]2[CH2:29][CH2:30][C:26](=[O:31])[CH2:27]2)(=[O:15])=[O:14])[CH:8]=[CH:9][CH:10]=[CH:11][CH:12]=1 |f:0.1.2,6.7|. Procedure: At 0° C. 170 mg (0.5 mmol, 0.2 eq) of Cs2CO3 were added to a stirred solution of 760 mg (2.6 mmol) of 2-benzenesulfonylmethyl-5-trifluoromethyl-[1,3,4]oxadiazole in 30 mL of THF. After 45 min, 0.23 mL (2.9 mmol) of 2-cyclopenten-1-one were added. The reaction mixture was stirred at RT for 15 hours, diluted with saturated aqueous NH4Cl and extracted with EtOAc. The combined organic phases were dried over Na2SO4, filtered and evaporated. Column chromatography on silica gel with heptane/EtOAc 1:1 y... Starting materials: CCO, CCOC(=O)c1cnc(Cl)cc1Cl, Cl, Nc1ccc(I)cc1F. Product: CCOC(=O)c1cnc(Cl)cc1Nc1ccc(I)cc1F. RXN SMILES: [CH3:24][CH2:25][OH:26].[Cl:1][c:2]1[cH:3][c:4]([Cl:13])[n:5][cH:6][c:7]1[C:8](=[O:9])[O:10][CH2:11][CH3:12].[ClH:23].[F:14][c:15]1[c:16]([NH2:17])[cH:18][cH:19][c:20]([I:22])[cH:21]1>>[c:2]1([NH:17][c:16]2[c:15]([F:14])[cH:21][c:20]([I:22])[cH:19][cH:18]2)[cH:3][c:4]([Cl:13])[n:5][cH:6][c:7]1[C:8](=[O:9])[O:10][CH2:11][CH3:12]. Reactants: FC1=CC2=C(C(NC3=NC=CC=C23)=O)C=C1 (9-Fluoro-5H-benzo[c][1,8]naphthyridin-6-one), CN(C)C=O (DMF), COC=1C=C(C=CC1)O (3-methoxyphenol), C([O-])([O-])=O.[K+].[K+] (potassium carbonate). Run at temperature 180 celsius, time 20 minute. The product is O=C1NC2=NC=CC=C2C2=C1C=CC(=C2)OC2=CC=C(C#N)C=C2 (4-(6-Oxo-5,6-dihydro-benzo[c][1,8]naphthyridin-9-yloxy)-benzonitrile). Yield: 37.0%. RXN SMILES: F[C:2]1[CH:16]=[CH:15][C:5]2[C:6](=[O:14])[NH:7][C:8]3[C:13]([C:4]=2[CH:3]=1)=[CH:12][CH:11]=[CH:10][N:9]=3.CO[C:19]1[CH:20]=[C:21]([OH:25])[CH:22]=[CH:23][CH:24]=1.C(=O)([O-])[O-].[K+].[K+].[CH3:32][N:33](C=O)C>>[O:14]=[C:6]1[C:5]2[CH:15]=[CH:16][C:2]([O:25][C:21]3[CH:22]=[CH:23][C:24]([C:32]#[N:33])=[CH:19][CH:20]=3)=[CH:3][C:4]=2[C:13]2[C:8](=[N:9][CH:10]=[CH:11][CH:12]=2)[NH:7]1 |f:2.3.4|. Reported procedure: 9-Fluoro-5H-benzo[c][1,8]naphthyridin-6-one (40 mg, 0.19 mmol), 3-methoxyphenol (70 mg, 0.56 mmol), and potassium carbonate (129 mg, 0.93 mmol) were suspended in DMF (1.5 mL), and stirred for 20 minutes at 180° C. in the microwave. The reaction mixture was quenched with H2O. The resulting precipitate was filtered and washed with H2O. The precipitate was triturated with MeOH, filtered, washed with MeOH, and dried under vacuum to provide 76 (22 mg, 37% yield) as a brown solid. LC-MS (M+H=319, obsd...